From a dataset of the Open Reaction Database (ORD), a public repository of structured organic reaction records. describe an organic reaction: reactants, conditions, products, and yield Starting materials: mixture, O1CCCC1 (tetrahydrofuran), [Li+].[OH-] (LiOH), ClC1=CC=C2C(=N1)C(CC2)C(=O)OC (Methyl 2-chloro-6,7-dihydro-5H-cyclopenta[b]pyridine-7-carboxylate). Run in CO (methanol). Run at time 1 hour. Product: O=C1C=CC2=C(N1)C(CC2)C(=O)O (2-Oxo-2,5,6,7-tetrahydro-1H-cyclopenta[b]pyridine-7-carboxylic acid). Yield: 90.0%. Reaction SMILES: [O:1]1[CH2:5][CH2:4][CH2:3][CH2:2]1.[Li+].[OH-].ClC1[N:14]=[C:13]2[CH:15]([C:18]([O:20]C)=[O:19])[CH2:16][CH2:17]C2=CC=1>CO>[O:1]=[C:5]1[NH:14][C:13]2[CH:15]([C:18]([OH:20])=[O:19])[CH2:16][CH2:17][C:2]=2[CH:3]=[CH:4]1 |f:1.2|. Procedure details: To a 15 mL mixture of tetrahydrofuran, methanol, and a 1.0 N aqueous LiOH solution in a 3:1:1 ratio was added 0.242 g (1.14 mmol) of methyl 2-chloro-6,7-dihydro-5H-cyclopenta[b]pyridine-7-carboxylate from Step C above. The resulting mixture was stirred at ambient temperature for 1 h. The solution was evaporated in vacuo and the resulting light brown residue was purified by reverse phase HPLC (YMC Pack Pro C18, 100×20 mm I D column, 0-60% 0.01% trifluoroacetic acid in acetonitrile/0.01% trifluoro... Reactants: O (water), C(Br)(Br)(Br)Br (Carbon tetrabromide), CNC(C(=NOC)C1=C(C=CC=C1)CO)=O (N-methyl-2-(2-hydroxymethylphenyl)-2-methoxyiminoacetamide), C1(=CC=CC=C1)P(C1=CC=CC=C1)C1=CC=CC=C1 (triphenylphosphine). Procedure: Carbon tetrabromide (0.33 g) was added to a solution of N-methyl-2-(2-hydroxymethylphenyl)-2-methoxyiminoacetamide (0.11 g) and triphenylphosphine (0.26 g) in tetrahydrofuran (10 ml) at 0° C. The reaction mixture was stirred at 0° C. for 1½ hours and then at room temperature for 1 hour. The reaction mixture was then poured into water and extracted three times with ethyl acetate. The combined extracts were washed with brine and dried over magnesium sulphate. The solution was then concentrated und... The yield is 56.7%. Yields the product CNC(C(=NOC)C1=C(C=CC=C1)CBr)=O (N-methyl-2-(2-bromomethylphenyl)-2-methoxyimino-acetamide). As a reaction SMILES: [C:1]([Br:5])(Br)(Br)Br.[CH3:6][NH:7][C:8](=[O:21])[C:9]([C:13]1[CH:18]=[CH:17][CH:16]=[CH:15][C:14]=1CO)=[N:10][O:11][CH3:12].C1(P(C2C=CC=CC=2)C2C=CC=CC=2)C=CC=CC=1.O>O1CCCC1>[CH3:6][NH:7][C:8](=[O:21])[C:9]([C:13]1[CH:18]=[CH:17][CH:16]=[CH:15][C:14]=1[CH2:1][Br:5])=[N:10][O:11][CH3:12]. Run at temperature 0 celsius, time 1 hour. Solvent: O1CCCC1 (tetrahydrofuran). Reactants: CCOC(C)=O, CN(C)C=O, CC(C)(C)OC(=O)NCCF, [H-], CI, [Na+]. Product: CN(CCF)C(=O)OC(C)(C)C. Reaction SMILES: [CH3:16][CH2:17][O:18][C:19](=[O:20])[CH3:21].[CH3:22][N:23]([CH3:24])[CH:25]=[O:26].[F:1][CH2:2][CH2:3][NH:4][C:5]([O:6][C:7]([CH3:8])([CH3:9])[CH3:10])=[O:11].[H-:12].[I:14][CH3:15].[Na+:13]>>[F:1][CH2:2][CH2:3][N:4]([C:5]([O:6][C:7]([CH3:8])([CH3:9])[CH3:10])=[O:11])[CH3:16].